From a dataset of the Open Reaction Database (ORD), a public repository of structured organic reaction records. describe an organic reaction: reactants, conditions, products, and yield The reactants are [N+](=O)(O)[O-] (nitric acid), FC1=C(C(=O)O)C(=CC=C1)C (2-Fluoro-6-methylbenzoic acid), ice water. Run in S(O)(O)(=O)=O (sulfuric acid), S(O)(O)(=O)=O (sulfuric acid). Run at temperature -15 celsius, time 1 hour. Yields the product FC1=CC=C(C(=C1C(=O)O)C)[N+](=O)[O-] (6-fluoro-2-methyl-3-nitrobenzoic Acid). As a reaction SMILES: [F:1][C:2]1[CH:10]=[CH:9][CH:8]=[C:7]([CH3:11])[C:3]=1[C:4]([OH:6])=[O:5].[N+:12]([O-])([OH:14])=[O:13]>S(=O)(=O)(O)O>[F:1][C:2]1[C:3]([C:4]([OH:6])=[O:5])=[C:7]([CH3:11])[C:8]([N+:12]([O-:14])=[O:13])=[CH:9][CH:10]=1. Procedure details: 2-Fluoro-6-methylbenzoic acid (40 g, 0.26 mol) was dissolved in 320 mL of sulfuric acid and chilled to −15° C. To this was added 14 mL of fuming nitric acid in 60 mL of sulfuric acid over a 10 minute period. Once the addition was complete, the mixture was stirred at 0° C. for 1 hour, then poured into ice water, and stirred. The resulting solids were collected and then dissolved in EtOAc, which was washed with water, dried over sodium sulfate and concentrated to 50 g (97%) of the title compound. Reactants: NC=1SC(=CC1C(=O)N)C1=C(C=C(C=C1)C(C)(C)O)F (2-amino-5-[2-fluoro-4-(1-hydroxy-1-methylethyl)phenyl]thiophene-3-carboxamide), BrC1=CC=CC(=N1)C(C(C(C)C)O)N1CCOCC1 (1-(6-bromopyridin-2-yl)-3-methyl-1-morpholin-4-ylbutan-2-ol). Product: FC1=C(C=CC(=C1)C(C)(C)O)C1=CC(=C(S1)NC1=NC(=CC=C1)C(C(C(C)C)O)N1CCOCC1)C(=O)N (5-[2-Fluoro-4-(1-hydroxy-1-methylethyl)phenyl]-2-{[6-(2-hydroxy-3-methyl-1-morpholin-4-ylbutyl)pyridin-2-yl]amino}thiophene-3-carboxamide). As a reaction SMILES: [NH2:1][C:2]1[S:3][C:4]([C:10]2[CH:15]=[CH:14][C:13]([C:16]([OH:19])([CH3:18])[CH3:17])=[CH:12][C:11]=2[F:20])=[CH:5][C:6]=1[C:7]([NH2:9])=[O:8].Br[C:22]1[N:27]=[C:26]([CH:28]([N:34]2[CH2:39][CH2:38][O:37][CH2:36][CH2:35]2)[CH:29]([OH:33])[CH:30]([CH3:32])[CH3:31])[CH:25]=[CH:24][CH:23]=1>>[F:20][C:11]1[CH:12]=[C:13]([C:16]([OH:19])([CH3:17])[CH3:18])[CH:14]=[CH:15][C:10]=1[C:4]1[S:3][C:2]([NH:1][C:22]2[CH:23]=[CH:24][CH:25]=[C:26]([CH:28]([N:34]3[CH2:39][CH2:38][O:37][CH2:36][CH2:35]3)[CH:29]([OH:33])[CH:30]([CH3:32])[CH3:31])[N:27]=2)=[C:6]([C:7]([NH2:9])=[O:8])[CH:5]=1. Reported procedure: The title compound was prepared as described in Example 1 using 2-amino-5-[2-fluoro-4-(1-hydroxy-1-methylethyl)phenyl]thiophene-3-carboxamide (150 mg, 0.510 mmol) and 1-(6-bromopyridin-2-yl)-3-methyl-1-morpholin-4-ylbutan-2-ol (168 mg, 0.51 mmol) as starting materials. Starting materials: cuprous chloride, CC=1NC=CN1 (2-methylimidazole), BrC1=CC=C(C=C1)OC (4-bromoanisole), C([O-])([O-])=O.[K+].[K+] (potassium carbonate). Solvent: CN1C(CCC1)=O (N-methyl-2-pyrrolidinone). Run at time 8 hour. Yields the product CC=1N(C=CN1)C1=CC=C(C=C1)O (4-(2-Methyl-1H-imidazol-1-yl)phenol). The yield is 28.6%. Reaction SMILES: [CH3:1][C:2]1[NH:3][CH:4]=[CH:5][N:6]=1.Br[C:8]1[CH:13]=[CH:12][C:11]([O:14]C)=[CH:10][CH:9]=1.C(=O)([O-])[O-].[K+].[K+]>CN1CCCC1=O>[CH3:1][C:2]1[N:3]([C:8]2[CH:13]=[CH:12][C:11]([OH:14])=[CH:10][CH:9]=2)[CH:4]=[CH:5][N:6]=1 |f:2.3.4|. Procedure details: To a 3-neck, 1-liter, round-bottom flask was added 2-methylimidazole (41.0 g, 0.50 mole), 4-bromoanisole (100 g, 0.53 mole) and potassium carbonate (96.0 g, 0.70 mole) in N-methyl-2-pyrrolidinone (300 ml). A small amount of cuprous chloride (2.5 g) was added. The stirred reaction mixture was heated at reflux temperature for 24 hr and then the N-methyl-2-pyrrolidinone and excess bromoanisole gently distilled. The black pot residue was partitioned between toluene and water and a black solid remove... Reactants: [N+](=O)([O-])C1=C(C(=[N+](C=C1)[O-])C)C (4-nitro-2,3-dimethylpyridine N-oxide), [OH-].[Na+] (NaOH), [Na+].[Cl-] (NaCl), Cl (HCl). The reagents and catalysts are [Cl-].C(C1=CC=CC=C1)[N+](CCCC)(CCCC)CCCC (benzyltributylammonium chloride). The solvent is CC#N (CH3CN). Reaction conditions: time 12 hour. The product is ClC1=C(C(=[N+](C=C1)[O-])C)C (4-chloro-2,3-dimethylpyridine N-oxide). Yield: 99.2%. As a reaction SMILES: [N+]([C:4]1[CH:9]=[CH:8][N+:7]([O-:10])=[C:6]([CH3:11])[C:5]=1[CH3:12])([O-])=O.[Na+].[Cl-:14].Cl.[OH-].[Na+]>[Cl-].C([N+](CCCC)(CCCC)CCCC)C1C=CC=CC=1.CC#N>[Cl:14][C:4]1[CH:9]=[CH:8][N+:7]([O-:10])=[C:6]([CH3:11])[C:5]=1[CH3:12] |f:1.2,4.5,6.7|. Reported procedure: 83.0 g (0.49 mol) of 4-nitro-2,3-dimethylpyridine N-oxide and 90 g (1.54 mol) of NaCl were admixed with 1350 ml of CH3CN, 180 ml of aq. HCl (36%) and 16.6 g of benzyltributylammonium chloride, and the resulting suspension was boiled under reflux with stirring for 12 h. The resulting reaction mixture was adjusted to pH=9 using 350 ml of 20% NaOH, wherefor the existing precipitate largely dissolved. The organic phase was separated off, water was added to the aqueous phase until the precipitate had... Starting materials: N1(CCOCC1)C1=NC(=CC(=N1)C=1C(=CC(=NC1)N)C(F)(F)F)N1CCOCC1 (5-(2,6-Di-4-morpholinyl-4-pyrimidinyl)-4-trifluoromethylpyridin-2-amine), CC(=O)C (acetone), Cl (hydrogen chloride). The solvent is O (water), O (water). Reaction conditions: temperature 25 celsius, time 15 minute. The product is Cl.O.N1(CCOCC1)C1=NC(=CC(=N1)C=1C(=CC(=NC1)N)C(F)(F)F)N1CCOCC1 (5-(2,6-Di-4-morpholinyl-4-pyrimidinyl)-4-(trifluoromethyl)pyridin-2-amine monohydrate monohydrochloride). The yield is 151.4%. Reaction SMILES: [N:1]1([C:7]2[N:12]=[C:11]([C:13]3[C:14]([C:20]([F:23])([F:22])[F:21])=[CH:15][C:16]([NH2:19])=[N:17][CH:18]=3)[CH:10]=[C:9]([N:24]3[CH2:29][CH2:28][O:27][CH2:26][CH2:25]3)[N:8]=2)[CH2:6][CH2:5][O:4][CH2:3][CH2:2]1.CC(C)=O.[ClH:34]>O>[ClH:34].[OH2:4].[N:1]1([C:7]2[N:12]=[C:11]([C:13]3[C:14]([C:20]([F:23])([F:21])[F:22])=[CH:15][C:16]([NH2:19])=[N:17][CH:18]=3)[CH:10]=[C:9]([N:24]3[CH2:25][CH2:26][O:27][CH2:28][CH2:29]3)[N:8]=2)[CH2:2][CH2:3][O:4][CH2:5][CH2:6]1 |f:4.5.6|. Reported procedure: Charge a nitrogen-flushed 2 L reactor that equipped with an overhead stirrer, condenser, nitrogen inlet/outlet and 500 mL addition funnel with 82.08 g (0.20 mol, 1 eq.) of 5 and 792 g (1.0 L) of acetone. Stir the slurry at 25° C. for 15 minutes. Add a solution of 34.3 mL (0.206 mol, 1.03 eq.) of 6 N hydrogen chloride in water. Add 3 mg of seed. Solids formed. Add 20 mL of water. Heat the batch to reflux (55-56° C.) and maintain at reflux for 15 minutes. Cool to 20° C. over 1.5 h. Cool to 5° C. o... The reactants are [H-].[Na+] (sodium hydride), FC(C=1C=C(CN(C2=NC=C(C=N2)N2CCOCC2)CC2=C(C=CC(=C2)C(F)(F)F)NC(OCC)=O)C=C(C1)C(F)(F)F)(F)F (Ethyl (2-{[(3,5-bis-trifluoromethyl-benzyl)-(5-morpholin-4-yl-pyrimidin-2-yl)-amino]-methyl}-4-trifluoromethyl-phenyl)-carbamate), BrCCCCC(=O)OCC (ethyl 5-bromo-pentanoate). Run in [Cl-].[Na+].O (brine), CN(C=O)C (N,N-dimethylformamide). Reaction conditions: time 30 minute. The product is FC(C=1C=C(CN(C2=NC=C(C=N2)N2CCOCC2)CC2=C(C=CC(=C2)C(F)(F)F)N(CCCCC(=O)OCC)C(=O)OCC)C=C(C1)C(F)(F)F)(F)F (ethyl 5-[(2-{[(3,5-bis-trifluoromethyl-benzyl)-(5-morpholin-4-yl-pyrimidin-2-yl)-amino]-methyl}-4-trifluoromethyl-phenyl)-ethoxycarbonyl-amino]-pentanoate). RXN SMILES: [F:1][C:2]([F:45])([F:44])[C:3]1[CH:4]=[C:5]([CH:37]=[C:38]([C:40]([F:43])([F:42])[F:41])[CH:39]=1)[CH2:6][N:7]([CH2:20][C:21]1[CH:26]=[C:25]([C:27]([F:30])([F:29])[F:28])[CH:24]=[CH:23][C:22]=1[NH:31][C:32](=[O:36])[O:33][CH2:34][CH3:35])[C:8]1[N:13]=[CH:12][C:11]([N:14]2[CH2:19][CH2:18][O:17][CH2:16][CH2:15]2)=[CH:10][N:9]=1.[H-].[Na+].Br[CH2:49][CH2:50][CH2:51][CH2:52][C:53]([O:55][CH2:56][CH3:57])=[O:54]>CN(C)C=O.[Cl-].[Na+].O>[F:45][C:2]([F:1])([F:44])[C:3]1[CH:4]=[C:5]([CH:37]=[C:38]([C:40]([F:42])([F:41])[F:43])[CH:39]=1)[CH2:6][N:7]([CH2:20][C:21]1[CH:26]=[C:25]([C:27]([F:28])([F:29])[F:30])[CH:24]=[CH:23][C:22]=1[N:31]([C:32]([O:33][CH2:34][CH3:35])=[O:36])[CH2:49][CH2:50][CH2:51][CH2:52][C:53]([O:55][CH2:56][CH3:57])=[O:54])[C:8]1[N:13]=[CH:12][C:11]([N:14]2[CH2:15][CH2:16][O:17][CH2:18][CH2:19]2)=[CH:10][N:9]=1 |f:1.2,5.6.7|. Procedure: Ethyl (2-{[(3,5-bis-trifluoromethyl-benzyl)-(5-morpholin-4-yl-pyrimidin-2-yl)-amino]-methyl}-4-trifluoromethyl-phenyl)-carbamate (140 mg) is dissolved in N,N-dimethylformamide (1 ml), and thereto is added sodium hydride (63%) (12 mg) under ice-cooling, and the mixture is stirred at the same temperature for 30 minutes. To the reaction mixture is added ethyl 5-bromo-pentanoate (68 μl), and the mixture is stirred at 0° C. to room temperature overnight. To the reaction mixture is added a saturated b... The reactants are CCO, CCCCCCCN(CCc1ccc(Cl)cc1)C(=O)Cc1ccc(OCc2ccccc2C(=O)OC)cc1, [K+], [OH-]. The product is CCCCCCCN(CCc1ccc(Cl)cc1)C(=O)Cc1ccc(OCc2ccccc2C(=O)O)cc1. Reaction SMILES: [CH3:41][CH2:42][OH:43].[Cl:1][c:2]1[cH:3][cH:4][c:5]([CH2:8][CH2:9][N:10]([C:11]([CH2:12][c:13]2[cH:14][cH:15][c:16]([O:17][CH2:18][c:19]3[c:20]([C:21](=[O:22])[O:23][CH3:24])[cH:25][cH:26][cH:27][cH:28]3)[cH:29][cH:30]2)=[O:31])[CH2:32][CH2:33][CH2:34][CH2:35][CH2:36][CH2:37][CH3:38])[cH:6][cH:7]1.[K+:40].[OH-:39]>>[Cl:1][c:2]1[cH:3][cH:4][c:5]([CH2:8][CH2:9][N:10]([C:11]([CH2:12][c:13]2[cH:14][cH:15][c:16]([O:17][CH2:18][c:19]3[c:20]([C:21](=[O:22])[OH:23])[cH:25][cH:26][cH:27][cH:28]3)[cH:29][cH:30]2)=[O:31])[CH2:32][CH2:33][CH2:34][CH2:35][CH2:36][CH2:37][CH3:38])[cH:6][cH:7]1.